From a dataset of the Open Reaction Database (ORD), a public repository of structured organic reaction records. describe an organic reaction: reactants, conditions, products, and yield Reactants: C(C)(C)(C)OC(=O)NC1C(N(C12CCCC2)OS(=O)(=O)O)=O (3[(t-Butoxycarbonyl)amino]-2-oxo-1-(sulfooxy)-1-azaspiro[3.4]octane), FC(C(=O)O)(F)F (Trifluoroacetic acid), [K] (monopotassium), C1(=CC=CC=C1)OC (anisole). Run in ClCCl (dichloromethane). Run at temperature -10 celsius, time 1.5 hour. Product: NC1C(N(C12CCCC2)OS(=O)(=O)O)=O (3-amino-2-oxo-1-(sulfooxy)-1-azaspiro[3.4]octane). RXN SMILES: C(OC([NH:8][CH:9]1[C:12]2([CH2:16][CH2:15][CH2:14][CH2:13]2)[N:11]([O:17][S:18]([OH:21])(=[O:20])=[O:19])[C:10]1=[O:22])=O)(C)(C)C.[K].C1(OC)C=CC=CC=1.FC(F)(F)C(O)=O>ClCCl>[NH2:8][CH:9]1[C:12]2([CH2:16][CH2:15][CH2:14][CH2:13]2)[N:11]([O:17][S:18]([OH:21])(=[O:19])=[O:20])[C:10]1=[O:22] |^1:22|. Procedure details: 3[(t-Butoxycarbonyl)amino]-2-oxo-1-(sulfooxy)-1-azaspiro[3.4]octane, monopotassium salt (280 mg, 0.75 mmoles) was covered with 2 ml of dry dichloromethane, 0.8 ml of anisole was added, and the mixture cooled to -10° C. Trifluoroacetic acid (3 ml) was added, and the solution was stirred at -10 to -5° C. for 1.5 hours. After 0.75 hours a solid formed, becoming quite substantial by 1.5 hours. The volatiles were evaporated in vacuo and the solid residue triturated with ether to give 3-amino-2-oxo-1-... The reactants are C1CCOC1, COC(=O)C(C)(C1CCc2c([nH]c3ccc(Cl)cc23)C1)S(=O)(=O)c1ccccc1, COCCCl, [H-], [Na+]. Product: COCn1c2c(c3cc(Cl)ccc31)CCC(C(C)(C(=O)OC)S(=O)(=O)c1ccccc1)C2. As a reaction SMILES: [CH2:37]1[O:38][CH2:39][CH2:40][CH2:41]1.[CH3:1][O:2][C:3]([C:4]([CH3:5])([CH:6]1[CH2:7][c:8]2[nH:9][c:10]3[cH:11][cH:12][c:13]([Cl:19])[cH:14][c:15]3[c:16]2[CH2:17][CH2:18]1)[S:20](=[O:21])(=[O:22])[c:23]1[cH:24][cH:25][cH:26][cH:27][cH:28]1)=[O:29].[Cl:32][CH2:33][CH2:34][O:35][CH3:36].[H-:31].[Na+:30]>>[CH3:1][O:2][C:3]([C:4]([CH3:5])([CH:6]1[CH2:7][c:8]2[n:9]([CH2:34][O:35][CH3:36])[c:10]3[cH:11][cH:12][c:13]([Cl:19])[cH:14][c:15]3[c:16]2[CH2:17][CH2:18]1)[S:20](=[O:21])(=[O:22])[c:23]1[cH:24][cH:25][cH:26][cH:27][cH:28]1)=[O:29]. The reactants are C[Mg]Br (methylmagnesium bromide), BrC=1C=C2C=CNC2=NC1 (5-bromo-7-azaindole), C(Cl)Cl (methylene chloride), COC=1C=C(CBr)C=C(C1)OC (3,5-dimethoxybenzyl bromide). Reagents/catalysts: [Cl-].[Cl-].[Zn+2] (zinc dichloride). Product: COC=1C=C(CC2=CC=3C(=NC=CC3)N2)C=C(C1)OC ((3,5-dimethoxy-benzyl)-pyrrolo[2,3-b]pyridine). The yield is 4.4%. RXN SMILES: C[Mg]Br.Br[C:5]1[CH:6]=[C:7]2[C:11](=[N:12][CH:13]=1)[NH:10][CH:9]=[CH:8]2.C(Cl)Cl.[CH3:17][O:18][C:19]1[CH:20]=[C:21]([CH:24]=[C:25]([O:27][CH3:28])[CH:26]=1)[CH2:22]Br>[Cl-].[Cl-].[Zn+2]>[CH3:28][O:27][C:25]1[CH:24]=[C:21]([CH:20]=[C:19]([O:18][CH3:17])[CH:26]=1)[CH2:22][C:9]1[NH:10][C:11]2=[N:12][CH:13]=[CH:5][CH:6]=[C:7]2[CH:8]=1 |f:4.5.6|. Reported procedure: Into a round bottom flask, under an atmosphere of nitrogen, methylmagnesium bromide (0.16 mL, 1.4 mmol) was added to a solution of 7-azaindole (1) (0.150 g, 1.27 mmol) in anhydrous methylene chloride (12 mL, 0.19 mol), at room temperature. The resulting mixture was stirred at room temperature for one hour before zinc dichloride (0.21 g, 1.5 mmol) was added. After stirring for an additional hour, 3,5-dimethoxybenzyl bromide (4) (0.35 g, 1.5 mmol) was added into the reaction mixture. The reaction ... The reactants are O=C1N(CCN1)CC=1N(C=C(C(C1)=O)OCC1=CC=CC=C1)CC1=CC=CC=C1 (2-[(2-oxo-1-imidazolidinyl)methyl]-5-(phenylmethoxy)-1-(phenylmethyl)-4(1H)pyridinone), O.C1(=CC=C(C=C1)S(=O)(=O)O)C (p-toluenesulfonic acid monohydrate), [H][H] (hydrogen). The reagents and catalysts are [Pd] (palladium on charcoal). Run in CN(C=O)C (dimethylformamide). The product is C1(=CC=C(C=C1)S(=O)(=O)O)C.OC=1C(C=C(NC1)CN1C(NCC1)=O)=O (5-Hydroxy-2-[(2-oxo-1-imidazolidinyl)methyl]--4(1H)-pyridinone, p-toluenesulfonate salt). Isolated yield 84.4%. Reaction SMILES: [O:1]=[C:2]1[NH:6][CH2:5][CH2:4][N:3]1[CH2:7][C:8]1[N:9](CC2C=CC=CC=2)[CH:10]=[C:11]([O:15]CC2C=CC=CC=2)[C:12](=[O:14])[CH:13]=1.O.[C:31]1([CH3:41])[CH:36]=[CH:35][C:34]([S:37]([OH:40])(=[O:39])=[O:38])=[CH:33][CH:32]=1.[H][H]>CN(C)C=O.[Pd]>[C:31]1([CH3:41])[CH:32]=[CH:33][C:34]([S:37]([OH:40])(=[O:38])=[O:39])=[CH:35][CH:36]=1.[OH:15][C:11]1[C:12](=[O:14])[CH:13]=[C:8]([CH2:7][N:3]2[CH2:4][CH2:5][NH:6][C:2]2=[O:1])[NH:9][CH:10]=1 |f:1.2,6.7|. Procedure: To a solution of 2-[(2-oxo-1-imidazolidinyl)methyl]-5-(phenylmethoxy)-1-(phenylmethyl)-4(1H)pyridinone (4.98 g; 12.8 mmol) in dimethylformamide (90 ml) was added p-toluenesulfonic acid monohydrate (4.86 g; 25.6 mmol) and palladium on charcoal (1.0 g), and hydrogen was bubbled through the mixture for 30 minutes. The catalyst was filtered off by suction and the filtrate evaporated in vacuo. The residue was triturated with dichloromethane and ether, and the product filtered off by suction, yielding... Starting materials: O=C1C(=C(C1=O)NC1=CC=C(C#N)C=C1)OCC (4-(3,4-Dioxo-2-ethoxy-cyclobut-1-enylamino)-benzonitrile), C[C@H](C(C)(C)C)N ((R)-1,2,2-trimethylpropylamine). Run in C(C)O (ethanol). Yields the product O=C1C(=C(C1=O)NC1=CC=C(C#N)C=C1)N[C@@H](C(C)(C)C)C ((+)-(R)-4-[3,4-dioxo-2-(1,2,2-trimethyl-propylamino)-cyclobut-1-enylamino]-benzonitrile). Yield: 75.5%. As a reaction SMILES: [O:1]=[C:2]1[C:5](=O)[C:4]([NH:7][C:8]2[CH:15]=[CH:14][C:11]([C:12]#[N:13])=[CH:10][CH:9]=2)=[C:3]1[O:16]CC.[CH3:19][C@@H:20]([NH2:25])[C:21]([CH3:24])([CH3:23])[CH3:22]>C(O)C>[O:1]=[C:2]1[C:3](=[O:16])[C:4]([NH:7][C:8]2[CH:9]=[CH:10][C:11]([C:12]#[N:13])=[CH:14][CH:15]=2)=[C:5]1[NH:25][C@H:20]([CH3:19])[C:21]([CH3:24])([CH3:23])[CH3:22]. Procedure details: 4-(3,4-Dioxo-2-ethoxy-cyclobut-1-enylamino)-benzonitrile (1 g, 4.1 mmol) and a solution of (R)-1,2,2-trimethylpropylamine (8.2 mmol) in ethanol (50 mL) were stirred at room temperature for 24 hours. The resulting yellow slurry was filtered and rinsed with ethyl acetate to yield 0.92 g (75%) of (+)-(R)-4-[3,4-dioxo-2-(1,2,2-trimethyl-propylamino)-cyclobut-1-enylamino]-benzonitrile as a yellow solid: spectral data was identical to the product of Example 1, paragraph 2, except with [α]D25 =+12° (DM... Starting materials: C(C1=CC=CC=C1)(=O)C=1N(C=CC(C1OCC1=CC=CC=C1)=O)CCOCC1=CC=CC=C1 (2-benzoyl-3-benzyloxy-1-(2-benzyloxy-ethyl)-1H-pyridin-4-one). Solvent: CO (methanol). The product is C(C1=CC=CC=C1)(=O)C=1N(C=CC(C1O)=O)CCO (2-benzoyl-3-hydroxy-1-(2-hydroxy-ethyl)-1H-pyridin-4-one). Reaction SMILES: [C:1]([C:9]1[N:10]([CH2:24][CH2:25][O:26]CC2C=CC=CC=2)[CH:11]=[CH:12][C:13](=[O:23])[C:14]=1[O:15]CC1C=CC=CC=1)(=[O:8])[C:2]1[CH:7]=[CH:6][CH:5]=[CH:4][CH:3]=1>CO>[C:1]([C:9]1[N:10]([CH2:24][CH2:25][OH:26])[CH:11]=[CH:12][C:13](=[O:23])[C:14]=1[OH:15])(=[O:8])[C:2]1[CH:3]=[CH:4][CH:5]=[CH:6][CH:7]=1. Procedure: At room temperature and under normal pressure, 0.95 g of 2-benzoyl-3-benzyloxy-1-(2-benzyloxy-ethyl)-1H-pyridin-4-one is hydrogenated in methanol until 2 mol of H2 per mol of starting material have been taken up. The catalyst is removed and the reaction mixture is concentrated by evaporation using a rotary evaporator. The residue is chromatographed on 20 g of silica gel. A mixture of ethyl acetate and ethanol in a ratio of 95:5 is used as eluant. With fraction sizes of 17 ml, the product in frac...